This data is from the Open Reaction Database (ORD), a public repository of structured organic reaction records. The task is: describe an organic reaction: reactants, conditions, products, and yield Starting materials: [N+](=O)([O-])C=1C(=C(C=C(C1)C)C1=CC=C(S1)C(=O)O)OC (5-(3-nitro-2-methoxy-5-methyl-phenyl)thiophene-2-carboxylic acid), C(=O)[O-].[NH4+] (ammonium formate). The reagents and catalysts are [Pd] (palladium on carbon). Run in C(C)(=O)OCC (ethyl acetate). Yields the product NC=1C(=C(C=C(C1)C)C1=CC=C(S1)C(=O)O)OC (5-(3-amino-2-methoxy-5-methyl-phenyl)-thiophene-2-carboxylic acid). The yield is 98.7%. As a reaction SMILES: [N+:1]([C:4]1[C:5]([O:19][CH3:20])=[C:6]([C:11]2[S:15][C:14]([C:16]([OH:18])=[O:17])=[CH:13][CH:12]=2)[CH:7]=[C:8]([CH3:10])[CH:9]=1)([O-])=O.C([O-])=O.[NH4+]>C(OCC)(=O)C.[Pd]>[NH2:1][C:4]1[C:5]([O:19][CH3:20])=[C:6]([C:11]2[S:15][C:14]([C:16]([OH:18])=[O:17])=[CH:13][CH:12]=2)[CH:7]=[C:8]([CH3:10])[CH:9]=1 |f:1.2|. Reported procedure: 5-(3-Nitro-2-methoxy-5-methyl-phenyl)thiophene-2-carboxylic acid 24b (0.29 g, 1 mmol) was dissolved in 30 mL of ethyl acetate followed by addition of 0.06 g of palladium on carbon and ammonium formate (0.25 g, 4 mmol). Upon completion of the addition, the reaction mixture was heated to reflux for 45 minutes. The reaction was monitored by TLC until the disappearance of the starting materials. The mixture was filtered to remove palladium on carbon. The filtrate was concentrated under reduced press... Reaction conditions: time 0.5 hour. Procedure details: To a solution of 2.7 g (13.57 mmol) of N-methyl-4-bromo-2-methylaniline in 20 ml of DMF at room temperature was added 608 mg (15.2 mmol) of NaH and the mixture was stirred at room temperature for 0.5 h. After this time, 2.05 ml (15.1 mmol) of 4-methoxybenzyl chloride was added and the reaction mixture was heated to 60° C. for 12 hours. After this time, the reaction mixture was allowed to cool to room temperature and was quenched by the addition of a saturated aqueous solution of ammonium chlorid... Yields the product CN(C1=C(C=C(C=C1)Br)C)CC1=CC=C(C=C1)OC (N-Methyl-N-(4-methoxybenzyl)-4-bromo-2-methylaniline). The solvent is CN(C)C=O (DMF). The reactants are CNC1=C(C=C(C=C1)Br)C (N-methyl-4-bromo-2-methylaniline), [H-].[Na+] (NaH), COC1=CC=C(CCl)C=C1 (4-methoxybenzyl chloride). Reaction SMILES: [CH3:1][NH:2][C:3]1[CH:8]=[CH:7][C:6]([Br:9])=[CH:5][C:4]=1[CH3:10].[H-].[Na+].[CH3:13][O:14][C:15]1[CH:22]=[CH:21][C:18]([CH2:19]Cl)=[CH:17][CH:16]=1>CN(C=O)C>[CH3:1][N:2]([CH2:19][C:18]1[CH:21]=[CH:22][C:15]([O:14][CH3:13])=[CH:16][CH:17]=1)[C:3]1[CH:8]=[CH:7][C:6]([Br:9])=[CH:5][C:4]=1[CH3:10] |f:1.2|. Starting materials: CN(C)C=O, [H-], [Na+], Nc1ncnc2[nH]cc(-c3ccc(Oc4ccccc4)cc3)c12, CN1C2CCC1CC(OS(C)(=O)=O)C2. The product is CN1C2CCC1CC(n1cc(-c3ccc(Oc4ccccc4)cc3)c3c(N)ncnc31)C2. Reaction SMILES: [CH3:40][N:41]([CH3:42])[CH:43]=[O:44].[H-:1].[Na+:2].[O:3]([c:4]1[cH:5][cH:6][cH:7][cH:8][cH:9]1)[c:10]1[cH:11][cH:12][c:13](-[c:16]2[cH:17][nH:18][c:19]3[n:20][cH:21][n:22][c:23]([NH2:25])[c:24]23)[cH:14][cH:15]1.[S:26]([O:27][CH:31]1[CH2:32][CH:33]2[CH2:34][CH2:35][CH:36]([CH2:37]1)[N:38]2[CH3:39])([CH3:28])(=[O:29])=[O:30]>>[O:3]([c:4]1[cH:5][cH:6][cH:7][cH:8][cH:9]1)[c:10]1[cH:11][cH:12][c:13](-[c:16]2[cH:17][n:18]([CH:31]3[CH2:32][CH:33]4[CH2:34][CH2:35][CH:36]([CH2:37]3)[N:38]4[CH3:39])[c:19]3[n:20][cH:21][n:22][c:23]([NH2:25])[c:24]23)[cH:14][cH:15]1. Starting materials: Cl.NO (hydroxylamine hydrochloride), CN(C1=CC=CC=C1)CCC(C)=O (4-(N-methylanilino)-2-butanone), C([O-])([O-])=O.[Na+].[Na+] (sodium carbonate). Run in O (water), C(C)O (ethanol). Run at time 3 day. The product is CN(C1=CC=CC=C1)CCC(C)=NO (4-(N-methylanilino)-2-butanone oxime). RXN SMILES: Cl.[NH2:2][OH:3].[CH3:4][N:5]([CH2:12][CH2:13][C:14](=O)[CH3:15])[C:6]1[CH:11]=[CH:10][CH:9]=[CH:8][CH:7]=1.C(=O)([O-])[O-].[Na+].[Na+]>O.C(O)C>[CH3:4][N:5]([CH2:12][CH2:13][C:14](=[N:2][OH:3])[CH3:15])[C:6]1[CH:11]=[CH:10][CH:9]=[CH:8][CH:7]=1 |f:0.1,3.4.5|. Procedure: Add hydroxylamine hydrochloride (4.9 g=70 mmol) in 20 ml water to a solution of 4-(N-methylanilino)-2-butanone (12.4 g=70 mmol) and sodium carbonate (8.6 g=80 mmol) in 60 ml 50% ethanol. Stir for three days, concentrate and extract with ethyl acetate. Dry, concentrate and recrystallize from ether-hexane to obtain product having a melting point 46°-49° C. The reactants are O (Water), N1C=NC=C1 (Imidazole), [Si](C)(C)(C(C)(C)C)Cl (t-butyl dimethylsilyl chloride), OCC=1C=CC=C2C(CCN(C12)CC)=O (8-Hydroxymethyl-1-ethyl-4-oxo-1,2,3,4-tetrahydroquinoline). Run in CN(C=O)C (dimethyl formamide). Conditions: time 8 hour. The product is O=C1CCN(C2=C(C=CC=C12)CO[Si](C)(C)C(C)(C)C)CC (4-oxo-8-t-butyldimethylsilyloxymethyl- 1-ethyl-1,2,3,4-tetrahydroquinoline). The yield is 97.3%. Reaction SMILES: [OH:1][CH2:2][C:3]1[CH:4]=[CH:5][CH:6]=[C:7]2[C:12]=1[N:11]([CH2:13][CH3:14])[CH2:10][CH2:9][C:8]2=[O:15].N1C=CN=C1.[Si:21](Cl)([C:24]([CH3:27])([CH3:26])[CH3:25])([CH3:23])[CH3:22].O>CN(C)C=O>[O:15]=[C:8]1[C:7]2[C:12](=[C:3]([CH2:2][O:1][Si:21]([C:24]([CH3:27])([CH3:26])[CH3:25])([CH3:23])[CH3:22])[CH:4]=[CH:5][CH:6]=2)[N:11]([CH2:13][CH3:14])[CH2:10][CH2:9]1. Procedure: 8-Hydroxymethyl-1-ethyl-4-oxo-1,2,3,4-tetrahydroquinoline (1.44 g) was dissolved in dimethyl formamide (2 ml). Imidazole (1.57 g) and t-butyl dimethylsilyl chloride (1.16 g) were added to the solution and the mixture was stirred overnight at room temperature. Water was added to the reaction mixture and the mixture was extracted with ethyl acetate-toluene. After the extract was dried over anhydrous magnesium sulfate, the solvent was distilled off. The resulting residue was purified by silica gel ... Reactants: OC1=C(C2=CC=CC=C2C=C1)C=O (2-hydroxy-1-naphthaldehyde), C(C)OC(=O)CC=1OC2=C(N1)C=C(C=C2)C(=O)O (2-ethoxycarbonylmethyl-5-carboxybenzoxazole). The reagents and catalysts are N1CCCCC1 (piperidine), C(C)(=O)O (acetic acid). Run in C(C)O (ethanol). Yields the product C(=O)(O)C=1C=CC2=C(N=C(O2)C2=CC3=C(OC2=O)C=CC2=CC=CC=C23)C1 (2-(5-carboxy-2-benzoxazolyl)-3H-naphtho[2,1-b]pyran-3-one). Isolated yield 56.0%. Reaction SMILES: [OH:1][C:2]1[CH:11]=[CH:10][C:9]2[C:4](=[CH:5][CH:6]=[CH:7][CH:8]=2)[C:3]=1[CH:12]=O.C([O:16][C:17]([CH2:19][C:20]1[O:21][C:22]2[CH:28]=[CH:27][C:26]([C:29]([OH:31])=[O:30])=[CH:25][C:23]=2[N:24]=1)=O)C>N1CCCCC1.C(O)(=O)C.C(O)C>[C:29]([C:26]1[CH:27]=[CH:28][C:22]2[O:21][C:20]([C:19]3[C:17](=[O:16])[O:1][C:2]4[CH:11]=[CH:10][C:9]5[C:4]([C:3]=4[CH:12]=3)=[CH:5][CH:6]=[CH:7][CH:8]=5)=[N:24][C:23]=2[CH:25]=1)([OH:31])=[O:30]. Procedure: A mixture of 2-hydroxy-1-naphthaldehyde (1.72 g, 0.01 mol), 2-ethoxycarbonylmethyl-5-carboxybenzoxazole (2.49 g, 0.01 mol), ethanol (30 mL), piperidine (10 drops), and acetic acid (5 drops) is heated at reflux for 3 hours. After cooling the reaction mixture is filtered to isolate the yellow fluorescent product which is then washed with ethanol and dried in air to yield 2.0 g (56% of theory) of 2-(5-carboxy-2-benzoxazolyl)-3H-naphtho[2,1-b]pyran-3-one having the structure ##STR19## The reactants are ClC1=C(C(=CC=C1)C(C)C)S(=O)(=O)Cl (2-chloro-6-isopropylbenzenesulfonyl chloride), CP(OC(C)C)(=O)CO (O-isopropyl P-methyl(hydroxymethyl)phosphinate), [OH-].[Na+] (sodium hydroxide). The reagents and catalysts are [Cl-].C(C1=CC=CC=C1)[N+](CC)(CC)CC (benzyltriethylammonium chloride). Run in C(Cl)Cl (methylene chloride), [Cl-].[NH4+] (ammonium chloride), O (water). Reaction conditions: time 8 hour. Product: CP(OC(C)C)(=O)COS(=O)(=O)C1=C(C=CC=C1C(C)C)Cl (O-Isopropyl P-methyl[[(2-chloro-6-isopropylphenyl)sulfonyloxy]methyl]phosphinate). The yield is 35.9%. RXN SMILES: [Cl:1][C:2]1[CH:7]=[CH:6][CH:5]=[C:4]([CH:8]([CH3:10])[CH3:9])[C:3]=1[S:11](Cl)(=[O:13])=[O:12].[CH3:15][P:16]([CH2:22][OH:23])(=[O:21])[O:17][CH:18]([CH3:20])[CH3:19].[OH-].[Na+]>C(Cl)Cl.[Cl-].C([N+](CC)(CC)CC)C1C=CC=CC=1.[Cl-].[NH4+].O>[CH3:15][P:16]([CH2:22][O:23][S:11]([C:3]1[C:4]([CH:8]([CH3:9])[CH3:10])=[CH:5][CH:6]=[CH:7][C:2]=1[Cl:1])(=[O:12])=[O:13])(=[O:21])[O:17][CH:18]([CH3:20])[CH3:19] |f:2.3,5.6,7.8|. Reported procedure: To a solution of 2.5 g of 2-chloro-6-isopropylbenzenesulfonyl chloride (Example 9) and 1.15 g of O-isopropyl P-methyl(hydroxymethyl)phosphinate (Example 22, Method C) dissolved in 35 ml of methylene chloride at 5° C. was added 0.23 g of benzyltriethylammonium chloride followed by 2.5 ml of 20% aqueous sodium hydroxide. The reaction mixture was allowed to warm to room temperature over 1 hour then was stirred overnight. The pale yellow mixture was diluted with saturated ammonium chloride, 25 ml, a...